From a dataset of the Open Reaction Database (ORD), a public repository of structured organic reaction records. describe an organic reaction: reactants, conditions, products, and yield Starting materials: O=C1CCC(=O)N1Br, O=C(OOC(=O)c1ccccc1)c1ccccc1, ClC(Cl)(Cl)Cl, Cc1ccc(F)cc1C(=O)O. Yields the product O=C(O)c1cc(F)ccc1CBr. As a reaction SMILES: [Br:12][N:13]1[C:14](=[O:15])[CH2:16][CH2:17][C:18]1=[O:19].[C:20]([O:21][O:22][C:23](=[O:24])[c:25]1[cH:26][cH:27][cH:28][cH:29][cH:30]1)(=[O:31])[c:32]1[cH:33][cH:34][cH:35][cH:36][cH:37]1.[Cl:38][C:39]([Cl:40])([Cl:41])[Cl:42].[F:1][c:2]1[cH:3][cH:4][c:5]([CH3:11])[c:6]([C:7](=[O:8])[OH:9])[cH:10]1>>[F:1][c:2]1[cH:3][cH:4][c:5]([CH2:11][Br:12])[c:6]([C:7](=[O:8])[OH:9])[cH:10]1.